Dataset: the Open Reaction Database (ORD), a public repository of structured organic reaction records. Task: describe an organic reaction: reactants, conditions, products, and yield The reactants are BrCC(=O)C12CC3CC(CC(C1)C3)C2 (1-adamantyl bromomethyl ketone), CN(C=O)C (dimethylformamide), CN(C=O)C (dimethylformamide), N1C=NC=C1 (imidazole). The solvent is O (water). Yields the product N1C(=NC=C1)CC(=O)C12CC3CC(CC(C1)C3)C2 (1-adamantyl 1-imidazolylmethyl ketone). RXN SMILES: Br[CH2:2][C:3]([C:5]12[CH2:14][CH:9]3[CH2:10][CH:11]([CH2:13][CH:7]([CH2:8]3)[CH2:6]1)[CH2:12]2)=[O:4].CN(C)C=O.[NH:20]1[CH:24]=[CH:23][N:22]=[CH:21]1>O>[NH:20]1[CH:24]=[CH:23][N:22]=[C:21]1[CH2:2][C:3]([C:5]12[CH2:14][CH:9]3[CH2:10][CH:11]([CH2:13][CH:7]([CH2:8]3)[CH2:6]1)[CH2:12]2)=[O:4]. Procedure details: A solution of 5 g. of 1-adamantyl bromomethyl ketone in 10 ml. of dimethylformamide is added dropwise with stirring and ice-cooling to 7 g. imidazole in 10 ml. dimethylformamide. The resulting solution is stirred overnight at room temperature and then poured into 250 ml. water. The precipitate which forms is filtered off, washed with water and air dried. Thereafter the resulting residue is chromatographed on silica gel to effect purification. Elution with 10% acetone in dichloromethane yields 1-... Reactants: CC(=O)O, CO, [Cl-], Nc1ccccc1, [Na+], O, C1=Cc2ncccc2CC1. Yields the product c1ccc(NC2CCc3cccnc3C2)cc1. As a reaction SMILES: [CH3:1][C:2](=[O:3])[OH:4].[CH3:24][OH:25].[Cl-:23].[NH2:15][c:16]1[cH:17][cH:18][cH:19][cH:20][cH:21]1.[Na+:22].[OH2:26].[n:5]1[cH:6][cH:7][cH:8][c:9]2[c:14]1[CH:13]=[CH:12][CH2:11][CH2:10]2>>[n:5]1[cH:6][cH:7][cH:8][c:9]2[c:14]1[CH2:13][CH:12]([NH:15][c:16]1[cH:17][cH:18][cH:19][cH:20][cH:21]1)[CH2:11][CH2:10]2.